Dataset: the Open Reaction Database (ORD), a public repository of structured organic reaction records. Task: describe an organic reaction: reactants, conditions, products, and yield Reactants: CCc1nn(CCO)c(CC)c1Oc1cc(C#N)cc(SC)c1, ClCCl, O. Product: CCc1nn(CCO)c(CC)c1Oc1cc(C#N)cc(S(C)=O)c1. RXN SMILES: [CH2:2]([CH3:3])[c:4]1[n:5][n:6]([CH2:22][CH2:23][OH:24])[c:7]([CH2:20][CH3:21])[c:8]1[O:9][c:10]1[cH:11][c:12]([C:13]#[N:14])[cH:15][c:16]([S:18][CH3:19])[cH:17]1.[Cl:25][CH2:26][Cl:27].[OH2:1]>>[O:1]=[S:18]([c:16]1[cH:15][c:12]([C:13]#[N:14])[cH:11][c:10]([O:9][c:8]2[c:4]([CH2:2][CH3:3])[n:5][n:6]([CH2:22][CH2:23][OH:24])[c:7]2[CH2:20][CH3:21])[cH:17]1)[CH3:19]. The reactants are O (water), C(C)(=O)OCC (ethyl acetate), N1C(=NC2=C1C1=CC=CC=C1C=1C=CC=CC12)C1=C(C#N)C=CC=C1C#N (2-(1H-phenanthro[9,10-d]imidazol-2-yl)isophthalonitrile), C([O-])([O-])=O.[Cs+].[Cs+] (cesium carbonate), ClCI (chloroiodomethane). Run at temperature 80 celsius. The product is ClCN1C(=NC2=C1C1=CC=CC=C1C=1C=CC=CC12)C1=C(C#N)C=CC=C1C#N (2-[1-(chloromethyl)-1H-phenanthro[9,10-d]imidazol-2-yl]isophthalonitrile), mixture. Isolated yield 31.0%. RXN SMILES: [NH:1]1[C:5]2[C:6]3[C:11]([C:12]4[CH:13]=[CH:14][CH:15]=[CH:16][C:17]=4[C:4]=2[N:3]=[C:2]1[C:18]1[C:25]([C:26]#[N:27])=[CH:24][CH:23]=[CH:22][C:19]=1[C:20]#[N:21])=[CH:10][CH:9]=[CH:8][CH:7]=3.C(=O)([O-])[O-].[Cs+].[Cs+].O.C(OCC)(=O)C.[Cl:41][CH2:42]I>>[Cl:41][CH2:42][N:1]1[C:5]2[C:6]3[C:11]([C:12]4[CH:13]=[CH:14][CH:15]=[CH:16][C:17]=4[C:4]=2[N:3]=[C:2]1[C:18]1[C:25]([C:26]#[N:27])=[CH:24][CH:23]=[CH:22][C:19]=1[C:20]#[N:21])=[CH:10][CH:9]=[CH:8][CH:7]=3 |f:1.2.3|. Reported procedure: 2-(1H-phenanthro[9,10-d]imidazol-2-yl)isophthalonitrile from Step 2 (1 g, 2.91 mmol) was mixed with cesium carbonate (1.14 g, 3.49 mmol) in chloroiodomethane (10 mL). The mixture was heated to 80° C. overnight. The reaction was cooled to room temperature and poured into 200 mL water and 500 mL ethyl acetate. The layers were separated, and the organic layer was washed with 200 mL water, 200 mL saturated aqueous sodium bicarbonate solution, 100 mL brine, and dried over anhydrous magnesium sulfate.... The product is CCOC(=O)C(C)(C)Oc1ccc(OCCCC#Cc2cccc(OC(F)(F)F)c2)cc1C. The reactants are CCOC(=O)C(C)(C)Oc1ccc(O)cc1C, CCCCP(CCCC)CCCC, OCCCC#Cc1cccc(OC(F)(F)F)c1, C1CCOC1. Reaction SMILES: [CH2:1]([CH3:2])[O:3][C:4]([C:5]([CH3:6])([CH3:7])[O:8][c:9]1[c:10]([CH3:16])[cH:11][c:12]([OH:15])[cH:13][cH:14]1)=[O:17].[CH2:35]([P:36]([CH2:37][CH2:38][CH2:39][CH3:40])[CH2:41][CH2:42][CH2:43][CH3:44])[CH2:45][CH2:46][CH3:47].[F:18][C:19]([O:20][c:21]1[cH:22][c:23]([C:27]#[C:28][CH2:29][CH2:30][CH2:31][OH:32])[cH:24][cH:25][cH:26]1)([F:33])[F:34].[O:48]1[CH2:49][CH2:50][CH2:51][CH2:52]1>>[CH2:1]([CH3:2])[O:3][C:4]([C:5]([CH3:6])([CH3:7])[O:8][c:9]1[c:10]([CH3:16])[cH:11][c:12]([O:15][CH2:31][CH2:30][CH2:29][C:28]#[C:27][c:23]2[cH:22][c:21]([O:20][C:19]([F:18])([F:33])[F:34])[cH:26][cH:25][cH:24]2)[cH:13][cH:14]1)=[O:17]. RXN SMILES: [C:1](#[N:5])[CH2:2][C:3]#[N:4].[CH3:6][O:7][C:8]1[CH:9]=[C:10]([CH:13]=[CH:14][C:15]=1[O:16][CH3:17])[CH:11]=O>C(O)C>[CH3:6][O:7][C:8]1[CH:9]=[C:10]([CH:13]=[CH:14][C:15]=1[O:16][CH3:17])[CH:11]=[C:2]([C:1]#[N:5])[C:3]#[N:4]. The reactants are C(CC#N)#N (malononitrile), COC=1C=C(C=O)C=CC1OC (3,4-dimethoxybenzaldehyde). Procedure details: A suspension of malononitrile (7.52 g) and 3,4-dimethoxybenzaldehyde (18.95 g) in ethanol (100 ml) was warmed to reflux temperature with stirring. The orange solution was removed from the heat and piperidine (0.5 ml) added down the condenser. Once the vigorous reaction had subsided, the reaction mixture was reheated to reflux temperature and this maintained for 35 minutes. Copious quantities of a bright yellow solid had appeared by this time. The mixture was cooled in an ice bath for 10 minutes ... Solvent: C(C)O (ethanol). Product: COC=1C=C(C=C(C#N)C#N)C=CC1OC (3,4-dimethoxy benzylidenemalononitrile). The reactants are CN(C(C(N1N=C(C=C1C)C1=CC=CC=C1)C)=O)C (N,N,α,5-tetramethyl-3-phenylpyrazole-1-acetamide), C(Cl)(Cl)(Cl)Cl (carbon tetrachloride), ClOC(C)(C)C (tert-butyl hypochlorite), BrBr (bromine). Solvent: C(C)(=O)O (acetic acid). Product: ClC=1C(=NN(C1)C(C(=O)N(C)C)CCC)C1=CC=CC=C1 (4-chloro-N,N-dimethyl-3-phenyl-α-propylpyrazole-1-acetamide). As a reaction SMILES: [CH3:1][N:2]([CH3:19])[C:3](=[O:18])[CH:4]([CH3:17])[N:5]1[C:9](C)=[CH:8][C:7]([C:11]2[CH:16]=[CH:15][CH:14]=[CH:13][CH:12]=2)=[N:6]1.ClO[C:22](C)(C)[CH3:23].BrBr.C(Cl)(Cl)(Cl)[Cl:29]>C(O)(=O)C>[Cl:29][C:8]1[C:7]([C:11]2[CH:12]=[CH:13][CH:14]=[CH:15][CH:16]=2)=[N:6][N:5]([CH:4]([CH2:17][CH2:22][CH3:23])[C:3]([N:2]([CH3:1])[CH3:19])=[O:18])[CH:9]=1. Procedure details: Following the procedure of Example 108, but substituting N,N-dimethyl-3-phenyl-α-propylpyrazole-1-acetamide for N,N,α,5-tetramethyl-3-phenylpyrazole-1-acetamide, tert-butyl hypochlorite for bromine, and carbon tetrachloride for acetic acid as the reaction solvent, there was obtained 4-chloro-N,N-dimethyl-3-phenyl-α-propylpyrazole-1-acetamide having a melting point of 85°-87° C. Starting materials: CS(C)=O, O=[N+]([O-])c1ccccc1F, [Li+], CC(C)c1ccc(N)c(C#N)c1, [OH-], O. Yields the product CC(C)c1ccc(Nc2ccccc2[N+](=O)[O-])c(C#N)c1. RXN SMILES: [CH3:25][S:26]([CH3:27])=[O:28].[F:13][c:14]1[c:15]([N+:20](=[O:21])[O-:22])[cH:16][cH:17][cH:18][cH:19]1.[Li+:23].[NH2:1][c:2]1[c:3]([C:4]#[N:5])[cH:6][c:7]([CH:10]([CH3:11])[CH3:12])[cH:8][cH:9]1.[OH-:24].[OH2:29]>>[NH:1]([c:2]1[c:3]([C:4]#[N:5])[cH:6][c:7]([CH:10]([CH3:11])[CH3:12])[cH:8][cH:9]1)[c:14]1[c:15]([N+:20](=[O:21])[O-:22])[cH:16][cH:17][cH:18][cH:19]1. Starting materials: CCc1c(OCc2ccc(F)cc2F)ncn(-c2cc(C(=O)NC(C)CO)ccc2C)c1=O, CC(N)CO. Product: CCc1c(OCc2ccc(F)cc2F)ncn(-c2cc(C(=O)NCCO)ccc2C)c1=O. Reaction SMILES: [F:1][c:2]1[c:3]([CH2:4][O:5][c:6]2[n:7][cH:8][n:9](-[c:15]3[cH:16][c:17]([C:18](=[O:19])[NH:20][CH:21]([CH2:22][OH:23])[CH3:24])[cH:25][cH:26][c:27]3[CH3:28])[c:10](=[O:14])[c:11]2[CH2:12][CH3:13])[cH:29][cH:30][c:31]([F:33])[cH:32]1.[NH2:34][CH:35]([CH3:36])[CH2:37][OH:38]>>[F:1][c:2]1[c:3]([CH2:4][O:5][c:6]2[n:7][cH:8][n:9](-[c:15]3[cH:16][c:17]([C:18](=[O:19])[NH:20][CH2:21][CH2:22][OH:23])[cH:25][cH:26][c:27]3[CH3:28])[c:10](=[O:14])[c:11]2[CH2:12][CH3:13])[cH:29][cH:30][c:31]([F:33])[cH:32]1. Reactants: CCc1cc(Br)cc(Cl)c1O, O=C([O-])[O-], CI, [K+], [K+], CN(C)C=O. Yields the product CCc1cc(Br)cc(Cl)c1OC. Reaction SMILES: [Br:9][c:10]1[cH:11][c:12]([Cl:19])[c:13]([OH:18])[c:14]([CH2:16][CH3:17])[cH:15]1.[C:1]([O-:2])([O-:3])=[O:4].[CH3:7][I:8].[K+:5].[K+:6].[O:20]=[CH:21][N:22]([CH3:23])[CH3:24]>>[CH3:1][O:4][c:13]1[c:12]([Cl:19])[cH:11][c:10]([Br:9])[cH:15][c:14]1[CH2:16][CH3:17].